This data is from the Open Reaction Database (ORD), a public repository of structured organic reaction records. The task is: describe an organic reaction: reactants, conditions, products, and yield The reactants are CCOCC (Et2O), CC(=O)O (HOAc), C(C1=CC=CC=C1)N([C@@H]([C@H](CN(CCCC1=CC=C(C=C1)F)CC)O)C)CC1=CC=CC=C1 ((2S,3R)-3-(dibenzylamino)-1-{ethyl[3-(4-fluorophenyl)propyl]amino}butan-2-ol). Reagents/catalysts: [OH-].[OH-].[Pd+2] (Pd(OH)2). Run in CO (MeOH), CO (MeOH). Reaction conditions: time 8 hour. Yields the product N[C@@H]([C@H](CN(CCCC1=CC=C(C=C1)F)CC)O)C ((2S,3R)-3-amino-1-{ethyl[3-(4-fluorophenyl)propyl]amino}butan-2-ol). Reaction SMILES: C([N:8](CC1C=CC=CC=1)[C@H:9]([CH3:26])[C@@H:10]([OH:25])[CH2:11][N:12]([CH2:23][CH3:24])[CH2:13][CH2:14][CH2:15][C:16]1[CH:21]=[CH:20][C:19]([F:22])=[CH:18][CH:17]=1)C1C=CC=CC=1.CC(O)=O.CCOCC>CO.[OH-].[OH-].[Pd+2]>[NH2:8][C@H:9]([CH3:26])[C@@H:10]([OH:25])[CH2:11][N:12]([CH2:23][CH3:24])[CH2:13][CH2:14][CH2:15][C:16]1[CH:17]=[CH:18][C:19]([F:22])=[CH:20][CH:21]=1 |f:4.5.6|. Reported procedure: Pd(OH)2 was carefully wetted down under N2 with 5 mL of MeOH then the product of Step f (0.95 g) dissolved in 5 mL of MeOH was added followed by 5 mL of HOAc. The mixture was hydrogenated overnight on a Parr shaker at 50 psi. Worked up by filtering off the catalyst under N2 through a fiberglass filter paper and vacuum. The filtrate was stripped to obtain white glass. To white glass was added Et2O/saturated NaHCO3 (25 mL) The layers were separated. The aqueous was basified further with 1N NaOH to...